From a dataset of the Open Reaction Database (ORD), a public repository of structured organic reaction records. describe an organic reaction: reactants, conditions, products, and yield Starting materials: C(#N)C1=CC=C(CN2C(CN(CC2)S(=O)(=O)C=C)=O)C=C1 (1-(4-cyanobenzyl)-4-vinylsulfonyl-2-piperazinone), ClC=1C=C(C(C=O)=CC1)O (4-chlorosalicylaldehyde), CC(C)([O-])C.[K+] (potassium tert-butoxide). Run in C(C)(C)(C)O (tert-butanol). The product is ClC1=CC2=C(C=C(CO2)S(=O)(=O)N2CC(N(CC2)CC2=CC=C(C=C2)C#N)=O)C=C1 (4-(7-chloro-2H-benzopyran-3-sulfonyl)-1-(4-cyanobenzyl)-2-piperazinone). Isolated yield 39.6%. As a reaction SMILES: [C:1]([C:3]1[CH:21]=[CH:20][C:6]([CH2:7][N:8]2[CH2:13][CH2:12][N:11]([S:14]([CH:17]=[CH2:18])(=[O:16])=[O:15])[CH2:10][C:9]2=[O:19])=[CH:5][CH:4]=1)#[N:2].[Cl:22][C:23]1[CH:24]=[C:25]([OH:31])[C:26](=[CH:29][CH:30]=1)[CH:27]=O.CC(C)([O-])C.[K+]>C(O)(C)(C)C>[Cl:22][C:23]1[CH:30]=[CH:29][C:26]2[CH:27]=[C:17]([S:14]([N:11]3[CH2:12][CH2:13][N:8]([CH2:7][C:6]4[CH:20]=[CH:21][C:3]([C:1]#[N:2])=[CH:4][CH:5]=4)[C:9](=[O:19])[CH2:10]3)(=[O:16])=[O:15])[CH2:18][O:31][C:25]=2[CH:24]=1 |f:2.3|. Reported procedure: To a solution of 1-(4-cyanobenzyl)-4-vinylsulfonyl-2-piperazinone (1.53 g) and 4-chlorosalicylaldehyde (0.94 g) in tert-butanol (20 ml) was added potassium tert-butoxide (187 mg), and the mixture was refluxed for 4 days. The reaction solution was concentrated under reduced pressure, and precipitated crystals were washed with acetone-ethanol to give pale brown crystals of the title compound (0.88 g). Starting materials: C1(=CC=CC=C1)P(=O)(C1=CC=CC=C1)OC=1[C@@H]([C@@H]2N(C1C(=O)OCC1=CC=C(C=C1)[N+](=O)[O-])C([C@@H]2[C@@H](C)O)=O)C (p-nitrobenzyl (1R,5S,6S)-2-(diphenylphosphoryloxy)-6-[(R)-1-hydroxyethyl]-1-methylcarbapen-2-em-3-carboxylate), C(C)(C)N(CC)C(C)C (diisopropylethylamine), C(C)(=O)SC1CN(C1)C=1SC=C(N1)CNC(=O)OC (3-acetylthio-1-[4-(methoxycarbonylamino-methyl)-1,3-thiazol-2-yl]azetidine), C(C)(=O)O.NN (hydrazine acetate), C(O)([O-])=O.[Na+] (sodium hydrogencarbonate). The solvent is C(C)#N (acetonitrile), CN(C=O)C (dimethylformamide), C(C)(=O)OCC (ethyl acetate). Reaction conditions: time 1 hour. The product is COC(=O)NCC=1N=C(SC1)N1CC(C1)SC=1[C@@H]([C@H]2N(C1C(=O)OCC1=CC=C(C=C1)[N+](=O)[O-])C([C@@H]2[C@@H](C)O)=O)C (p-nitrobenzyl (1R,5S,6S)-2-{1-[4-(methoxycarbonylaminomethyl)-1,3-thiazol-2-yl]azetidin-3-yl}thio-6-[(R)-1-hydroxyethyl]-1-methylcarbapen-2-em-3-carboxylate). The yield is 36.6%. RXN SMILES: C([S:4][CH:5]1[CH2:8][N:7]([C:9]2[S:10][CH:11]=[C:12]([CH2:14][NH:15][C:16]([O:18][CH3:19])=[O:17])[N:13]=2)[CH2:6]1)(=O)C.C(O)(=O)C.NN.C1(P(O[C:41]2[C@H:42]([CH3:65])[C@H:43]3[C@@H:60]([C@H:61]([OH:63])[CH3:62])[C:59](=[O:64])[N:44]3[C:45]=2[C:46]([O:48][CH2:49][C:50]2[CH:55]=[CH:54][C:53]([N+:56]([O-:58])=[O:57])=[CH:52][CH:51]=2)=[O:47])(C2C=CC=CC=2)=O)C=CC=CC=1.C(N(C(C)C)CC)(C)C.C(=O)([O-])O.[Na+]>CN(C)C=O.C(#N)C.C(OCC)(=O)C>[CH3:19][O:18][C:16]([NH:15][CH2:14][C:12]1[N:13]=[C:9]([N:7]2[CH2:6][CH:5]([S:4][C:41]3[C@H:42]([CH3:65])[C@@H:43]4[C@@H:60]([C@H:61]([OH:63])[CH3:62])[C:59](=[O:64])[N:44]4[C:45]=3[C:46]([O:48][CH2:49][C:50]3[CH:51]=[CH:52][C:53]([N+:56]([O-:58])=[O:57])=[CH:54][CH:55]=3)=[O:47])[CH2:8]2)[S:10][CH:11]=1)=[O:17] |f:1.2,5.6|. Procedure details: To a solution of 3-acetylthio-1-[4-(methoxycarbonylamino-methyl)-1,3-thiazol-2-yl]azetidine (441 mg, 1.39 mmol) (obtained as described in Reference Example 63) in dimethylformamide (13 ml) was added hydrazine acetate (154 mg, 1.67 mmol) at room temperature under an atmosphere of nitrogen and the mixture was stirred for 1 hour. After checking the completion of the reaction, a solution of p-nitrobenzyl (1R,5S,6S)-2-(diphenylphosphoryloxy)-6-[(R)-1-hydroxyethyl]-1-methylcarbapen-2-em-3-carboxylate ... Reactants: N1C=CC2=CC(=CC=C12)C=1SC2=NC(=CC=C2N1)C1(CC1)C1=CC=CC=C1 (2-(1H-Indol-5-yl)-5-(1-phenylcyclopropyl)thiazolo[5,4-b]pyridine), C([O-])([O-])=O.[Cs+].[Cs+] (cesium carbonate), BrCCCC(=O)OC (methyl 4-bromobutanoate). Solvent: C(Cl)Cl (DCM), CN(C)C=O (DMF). Conditions: time 1 hour. Product: C1(=CC=CC=C1)C1(CC1)C1=CC=C2C(=N1)SC(=N2)C=2C=C1C=CN(C1=CC2)CCCC(=O)OC (methyl 4-(5-(5-(1-phenylcyclopropyl)thiazolo[5,4-b]pyridin-2-yl)-1H-indol-1-yl)butanoate). RXN SMILES: [NH:1]1[C:9]2[C:4](=[CH:5][C:6]([C:10]3[S:11][C:12]4[C:17]([N:18]=3)=[CH:16][CH:15]=[C:14]([C:19]3([C:22]5[CH:27]=[CH:26][CH:25]=[CH:24][CH:23]=5)[CH2:21][CH2:20]3)[N:13]=4)=[CH:7][CH:8]=2)[CH:3]=[CH:2]1.C(=O)([O-])[O-].[Cs+].[Cs+].Br[CH2:35][CH2:36][CH2:37][C:38]([O:40][CH3:41])=[O:39]>CN(C=O)C.C(Cl)Cl>[C:22]1([C:19]2([C:14]3[N:13]=[C:12]4[S:11][C:10]([C:6]5[CH:5]=[C:4]6[C:9](=[CH:8][CH:7]=5)[N:1]([CH2:35][CH2:36][CH2:37][C:38]([O:40][CH3:41])=[O:39])[CH:2]=[CH:3]6)=[N:18][C:17]4=[CH:16][CH:15]=3)[CH2:20][CH2:21]2)[CH:23]=[CH:24][CH:25]=[CH:26][CH:27]=1 |f:1.2.3|. Procedure: 2-(1H-Indol-5-yl)-5-(1-phenylcyclopropyl)thiazolo[5,4-b]pyridine (80 mg, 0.218 mmol) was dissolved in DMF (1.1 mL) before cesium carbonate (156 mg, 0.479 mmol) was added and stirred at ambient temperature for 1 h; to the reaction mixture was added methyl 4-bromobutanoate (43 mg, 239 μmol) before it was stirred for 20 h at 80° C. The reaction mixture was diluted with 100 mL of DCM, added to a separatory funnel, partitioned with water, washed 1 times with 50 mL of water, separated, dried over sodi... Starting materials: [Li+].CC(C)[N-]C(C)C (LDA), N1=C(C=CC=C1)C=1C=C(C=CC1)CC(=O)O (3-(2-pyridyl)phenyl acetic acid), CI (Methyl iodide), [Li]CCCC (nBuLi), C(C)(C)NC(C)C (diisopropyl amine). Solvent: C1CCOC1 (THF), C1CCOC1 (THF). Reaction conditions: temperature 0 celsius, time 20 minute. Yields the product N1=C(C=CC=C1)C=1C=C(C=CC1)C(C(=O)O)C (2-(3-(2-Pyridyl)phenyl)-propionic Acid). The yield is 60.9%. RXN SMILES: [Li][CH2:2]CCC.C(NC(C)C)(C)C.[Li+].CC([N-]C(C)C)C.[N:21]1[CH:26]=[CH:25][CH:24]=[CH:23][C:22]=1[C:27]1[CH:28]=[C:29]([CH2:33][C:34]([OH:36])=[O:35])[CH:30]=[CH:31][CH:32]=1.CI>C1COCC1>[N:21]1[CH:26]=[CH:25][CH:24]=[CH:23][C:22]=1[C:27]1[CH:28]=[C:29]([CH:33]([CH3:2])[C:34]([OH:36])=[O:35])[CH:30]=[CH:31][CH:32]=1 |f:2.3|. Procedure: nBuLi (ml, 2.5 M in hexanes, 52.16 mmol) was added dropwise to a solution of diisopropyl amine (5.2 ml, 37.6 mmol) in THF (20 ml) at −78 degrees C. The reaction was stirred 20 minutes warming to 0 degrees C., then the reaction was cooled to −78 degrees C. The LDA solution was then added dropwise into a cooled solution of 3-(2-pyridyl)phenyl acetic acid (2.0 g, 9.4 mmol) in THF (10 ml) at −78 degrees C. After addition, the reaction mixture was warmed to 0 degrees C., then cooled again to −78 degr... The reactants are CS(=O)(=O)OCC=1C(=NSC1)C1=CC=C(C=C1)C#C ((3-(4-ethynylphenyl)isothiazol-4-yl)methyl methanesulfonate), OC1=C(C(=C(C=C1)CCC(=O)OCC)C)C (ethyl 3-(4-hydroxy-2,3-dimethylphenyl)propanoate). Product: C(#C)C1=CC=C(C=C1)C1=NSC=C1COC1=C(C(=C(C=C1)CCC(=O)O)C)C (3-(4-((3-(4-ethynylphenyl)isothiazol-4-yl)methoxy)-2,3-dimethylphenyl)propanoic acid). Reaction SMILES: CS([O:5][CH2:6][C:7]1[C:8]([C:12]2[CH:17]=[CH:16][C:15]([C:18]#[CH:19])=[CH:14][CH:13]=2)=[N:9][S:10][CH:11]=1)(=O)=O.O[C:21]1[CH:26]=[CH:25][C:24]([CH2:27][CH2:28][C:29]([O:31]CC)=[O:30])=[C:23]([CH3:34])[C:22]=1[CH3:35]>>[C:18]([C:15]1[CH:16]=[CH:17][C:12]([C:8]2[C:7]([CH2:6][O:5][C:21]3[CH:26]=[CH:25][C:24]([CH2:27][CH2:28][C:29]([OH:31])=[O:30])=[C:23]([CH3:34])[C:22]=3[CH3:35])=[CH:11][S:10][N:9]=2)=[CH:13][CH:14]=1)#[CH:19]. Procedure details: The title compound was prepared according to the procedure described in Example 91 following Step 5 and 6 by coupling (3-(4-ethynylphenyl)isothiazol-4-yl)methyl methanesulfonate and ethyl 3-(4-hydroxy-2,3-dimethylphenyl)propanoate followed by hydrolysis to afford the desired product as an off-white solid. 1H NMR (400 MHz, CDCl3) δ 7.45 (s, 1H), 7.31 (m, 4H), 6.86 (t, J=7.0 Hz, 1H), 6.62 (t, J=7.0 Hz, 1H), 5.21 (s, 2H), 2.95 (t, J=6.1 Hz, 2H), 2.68 (m, 4H), 1.26 (t, J=7.5 Hz, 3H). Reactants: BrC=1C(=C(C(=C(C(=O)OC)C1)F)F)[Si](C)(C)C (Methyl 5-bromo-2,3-difluoro-4-(trimethylsilyl)benzoate), C[Si](C)(C)[N-][Si](C)(C)C.[Na+] (NaHMDS), ClC1=CC=C(C=C1)CC(=O)O (4-chlorophenylacetic acid). Run in C1CCOC1 (THF), Cl (HCl), C1CCOC1 (THF), C1CCOC1 (THF). Reaction conditions: time 5 minute. Yields the product BrC=1C(=C(C(=C(C1)C(CC1=CC=C(C=C1)Cl)=O)F)F)[Si](C)(C)C (1-[5-bromo-2,3-difluoro-4-(trimethylsilyl)phenyl]-2-(4-chlorophenyl)ethanone). As a reaction SMILES: C[Si]([N-][Si](C)(C)C)(C)C.[Na+].[Cl:11][C:12]1[CH:17]=[CH:16][C:15]([CH2:18][C:19]([OH:21])=O)=[CH:14][CH:13]=1.[Br:22][C:23]1[C:24]([Si:35]([CH3:38])([CH3:37])[CH3:36])=[C:25]([F:34])[C:26]([F:33])=[C:27]([CH:32]=1)C(OC)=O>C1COCC1.Cl>[Br:22][C:23]1[C:24]([Si:35]([CH3:38])([CH3:37])[CH3:36])=[C:25]([F:34])[C:26]([F:33])=[C:27]([C:19](=[O:21])[CH2:18][C:15]2[CH:14]=[CH:13][C:12]([Cl:11])=[CH:17][CH:16]=2)[CH:32]=1 |f:0.1|. Reported procedure: To a solution of NaHMDS (1.0 M in THF, 7.7 mL, 7.7 mmol) in anhydrous THF (25 mL) at −78° C. was added a solution of 4-chlorophenylacetic acid (0.528 g, 3.09 mmol) in anhydrous THF (25 mL) over 10 minutes. The solution was stirred for 5 minutes, then a solution of the product of Step C (4.16 g, 7.8 mmol) in THF (25 mL) was added drop wise over 10 minutes. The mixture was stirred at −78° C. for two hours. The mixture was diluted with 2N HCl (aq, 50 mL), then the product was extracted into EtOAc. ...